This data is from the Open Reaction Database (ORD), a public repository of structured organic reaction records. The task is: describe an organic reaction: reactants, conditions, products, and yield Reactants: BrC=1C=C2C=CC(=CC2=CC1)O (6-bromo-2-naphthol), FC=1C=C(C=CC1OC)B(O)O (3-fluoro-4-methoxyphenylboronic acid). Product: FC=1C=C(C=CC1OC)C=1C=C2C=CC(=CC2=CC1)O (6-(3-Fluoro-4-methoxyphenyl)-2-naphthol), white solid. Yield: 78.0%. As a reaction SMILES: Br[C:2]1[CH:3]=[C:4]2[C:9](=[CH:10][CH:11]=1)[CH:8]=[C:7]([OH:12])[CH:6]=[CH:5]2.[F:13][C:14]1[CH:15]=[C:16](B(O)O)[CH:17]=[CH:18][C:19]=1[O:20][CH3:21]>>[F:13][C:14]1[CH:15]=[C:16]([C:2]2[CH:3]=[C:4]3[C:9](=[CH:10][CH:11]=2)[CH:8]=[C:7]([OH:12])[CH:6]=[CH:5]3)[CH:17]=[CH:18][C:19]=1[O:20][CH3:21]. Procedure details: The title compound was prepared by reacting 6-bromo-2-naphthol (3.2 g, 18.8 mmol) with 3-fluoro-4-methoxyphenylboronic acid (3.5 g, 15.7 mmol) according to method A to yield 3.3 g (78%) of white solid: mp 174-176° C.; 1H NMR (DMDO-d6): δ 3.89 (3H, s), 7.11 (1H, dd, J=8.79 Hz, J=1.95 Hz), 7.13 (1H, s), 7.26 (1H, J=8.79 Hz), 7.57 (1H, d, J=8.79 Hz), 7.66 (1H, dd, J=13.18 Hz, J=1.95 Hz), 7.71 (1H, dd, J=8.79 Hz, J=1.46 Hz), 7.75 (1H, d, J=8.79 Hz), 7.82 (1H, d, J=8.79 Hz), 8.07 (1H, s), 9.81 (1H, s... Starting materials: Cl (HCl), OC=1C=C2C(=CN(C2=CC1)C)C=O (5-Hydroxy-1-methyl-1H-indole-3-carbaldehyde), BrCC(=O)N (2-Bromo-acetamide), C(C)(C)(C)N=P(N(C)C)(N(C)C)N(C)C (N′″-tert-butyl-N,N,N′,N′,N″,N″-hexamethyl-phosphorimidic triamide). The solvent is O (water), CN(C)C=O (DMF). Run at temperature 120 celsius, time 3.5 hour. Yields the product C(=O)C1=CN(C2=CC=C(C=C12)OCC(=O)N)C (2-(3-Formyl-1-methyl-1H-indol-5-yloxy)-acetamide), orange powder. RXN SMILES: [OH:1][C:2]1[CH:3]=[C:4]2[C:8](=[CH:9][CH:10]=1)[N:7]([CH3:11])[CH:6]=[C:5]2[CH:12]=[O:13].Br[CH2:15][C:16]([NH2:18])=[O:17].C(N=P(N(C)C)(N(C)C)N(C)C)(C)(C)C.Cl>O.CN(C=O)C>[CH:12]([C:5]1[C:4]2[C:8](=[CH:9][CH:10]=[C:2]([O:1][CH2:15][C:16]([NH2:18])=[O:17])[CH:3]=2)[N:7]([CH3:11])[CH:6]=1)=[O:13]. Procedure: 5-Hydroxy-1-methyl-1H-indole-3-carbaldehyde (I-2) (0.5 g, 2.86 mmol), 2-Bromo-acetamide (0.43 g, 3.1 mmol), and N′″-tert-butyl-N,N,N′,N′,N″,N″-hexamethyl-phosphorimidic triamide (2.18 mL, 8.6 mmol) were dissolved into anh. DMF (3 mL) in a seal tube. The resulting solution was then sealed and heated at 120° C. (monitored by LCMS). The reaction completed after 3.5 h. The mixture was cooled to room temperature, added 20 mL of water, and 6 N HCl to pH 2-3. The mixture was then extracted with ethyl a... The reactants are OC1(c2ccncc2Br)CCC1, O=S([O-])c1ccc2cc(-c3ccc(F)cc3)ccc2c1, [Na+]. Product: O=S(=O)(c1ccc2cc(-c3ccc(F)cc3)ccc2c1)c1cnccc1C1(O)CCC1. As a reaction SMILES: [Br:1][c:2]1[cH:3][n:4][cH:5][cH:6][c:7]1[C:8]1([OH:12])[CH2:9][CH2:10][CH2:11]1.[F:13][c:14]1[cH:15][cH:16][c:17](-[c:20]2[cH:21][c:22]3[cH:23][cH:24][c:25]([S:30](=[O:31])[O-:32])[cH:26][c:27]3[cH:28][cH:29]2)[cH:18][cH:19]1.[Na+:33]>>[c:2]1([S:30]([c:25]2[cH:24][cH:23][c:22]3[cH:21][c:20](-[c:17]4[cH:16][cH:15][c:14]([F:13])[cH:19][cH:18]4)[cH:29][cH:28][c:27]3[cH:26]2)(=[O:31])=[O:32])[cH:3][n:4][cH:5][cH:6][c:7]1[C:8]1([OH:12])[CH2:9][CH2:10][CH2:11]1. Starting materials: BrC1=C(C=CC=C1)CC(=O)O (2-bromophenylacetic acid), CC1=C(N)C=CC=C1Cl (2-methyl-3-chloroaniline). Product: C1(=CC=CC=C1)CC(=O)O (phenylacetic acid). Reaction SMILES: Br[C:2]1[CH:7]=[CH:6][CH:5]=[CH:4][C:3]=1[CH2:8][C:9]([OH:11])=[O:10].CC1C(Cl)=CC=CC=1N>>[C:3]1([CH2:8][C:9]([OH:11])=[O:10])[CH:4]=[CH:5][CH:6]=[CH:7][CH:2]=1. Procedure details: In the manner described in example 3, 2-bromophenylacetic acid is condensed with 2-methyl-3-chloroaniline to yield 2-[2-methyl-3-chlorophenyl)amino]phenylacetic acid. Reactants: C(C)(C)(C)OC(NC1=C(C=C(C=C1)I)[N+](=O)[O-])=O ((4-Iodo-2-nitro-phenyl)-carbamic acid tert.-butyl ester), B1(OC(C(O1)(C)C)(C)C)B2OC(C(O2)(C)C)(C)C (bis(pinacolato)diboron), IC1=CC=C(C=C1)C (4-iodotoluene). The product is C(C)(C)(C)OC(NC1=C(C=C(C=C1)C1=CC=C(C=C1)C)[N+](=O)[O-])=O ((4′-Methyl-3-nitro-biphenyl-4-yl)-carbamic acid tert.-butyl ester). As a reaction SMILES: [C:1]([O:5][C:6](=[O:18])[NH:7][C:8]1[CH:13]=[CH:12][C:11](I)=[CH:10][C:9]=1[N+:15]([O-:17])=[O:16])([CH3:4])([CH3:3])[CH3:2].B1(B2OC(C)(C)C(C)(C)O2)OC(C)(C)C(C)(C)O1.I[C:38]1[CH:43]=[CH:42][C:41]([CH3:44])=[CH:40][CH:39]=1>>[C:1]([O:5][C:6](=[O:18])[NH:7][C:8]1[CH:13]=[CH:12][C:11]([C:38]2[CH:43]=[CH:42][C:41]([CH3:44])=[CH:40][CH:39]=2)=[CH:10][C:9]=1[N+:15]([O-:17])=[O:16])([CH3:4])([CH3:3])[CH3:2]. Procedure details: Prepared from (4-iodo-2-nitro-phenyl)-carbamic acid tert.-butyl ester (Example A1), bis(pinacolato)diboron and 4-iodotoluene according to the general procedure C. Obtained as an orange solid (542 mg).